Dataset: the Open Reaction Database (ORD), a public repository of structured organic reaction records. Task: describe an organic reaction: reactants, conditions, products, and yield Reactants: [Cl-].C(C1=CC=CC=C1)[NH+](CCO[C@@H]1COC2=C(C=3N(C1)C=1C=C(C=CC1C3C3CCCCC3)C(=O)O)C=CC=C2)C (N-benzyl-2-{[(7S)-11-carboxy-14-cyclohexyl-7,8-dihydro-6H-indolo[1,2-e][1,5]benzoxazocin-7-yl]oxy}-N-methylethanaminium chloride), C(CCl)Cl (EDC), COC(CN(S(=O)(=O)N)C)OC (N-(2,2-dimethoxyethyl)-N-methylsulfamide). Reagents/catalysts: CN(C)C=1C=CN=CC1 (DMAP). Solvent: C(Cl)Cl (DCM), CCOC(=O)C (EtOAc). Run at temperature 40 celsius, time 14 hour. Yields the product C(C1=CC=CC=C1)N(CCO[C@@H]1COC2=C(C=3N(C1)C=1C=C(C=CC1C3C3CCCCC3)C(=O)NS(=O)(=O)N(C)CC(OC)OC)C=CC=C2)C ((7S)-7-{2-[benzyl(methyl)amino]ethoxy}-14-cyclohexyl-N-{[(2,2-dimethoxyethyl)(methyl)amino]sulfonyl}-7,8-dihydro-6H-indolo[1,2-e][1,5]benzoxazocine-11-carboxamide). As a reaction SMILES: [Cl-].[CH2:2]([NH+:9]([CH3:41])[CH2:10][CH2:11][O:12][C@H:13]1[CH2:20][N:19]2[C:21]3[CH:22]=[C:23]([C:34](O)=[O:35])[CH:24]=[CH:25][C:26]=3[C:27]([CH:28]3[CH2:33][CH2:32][CH2:31][CH2:30][CH2:29]3)=[C:18]2[C:17]2[CH:37]=[CH:38][CH:39]=[CH:40][C:16]=2[O:15][CH2:14]1)[C:3]1[CH:8]=[CH:7][CH:6]=[CH:5][CH:4]=1.C(Cl)CCl.[CH3:46][O:47][CH:48]([O:56][CH3:57])[CH2:49][N:50]([CH3:55])[S:51]([NH2:54])(=[O:53])=[O:52]>CN(C1C=CN=CC=1)C.C(Cl)Cl.CCOC(C)=O>[CH2:2]([N:9]([CH3:41])[CH2:10][CH2:11][O:12][C@H:13]1[CH2:20][N:19]2[C:21]3[CH:22]=[C:23]([C:34]([NH:54][S:51]([N:50]([CH2:49][CH:48]([O:47][CH3:46])[O:56][CH3:57])[CH3:55])(=[O:53])=[O:52])=[O:35])[CH:24]=[CH:25][C:26]=3[C:27]([CH:28]3[CH2:33][CH2:32][CH2:31][CH2:30][CH2:29]3)=[C:18]2[C:17]2[CH:37]=[CH:38][CH:39]=[CH:40][C:16]=2[O:15][CH2:14]1)[C:3]1[CH:4]=[CH:5][CH:6]=[CH:7][CH:8]=1 |f:0.1|. Reported procedure: A solution (0.06 M) of N-benzyl-2-{[(7S)-11-carboxy-14-cyclohexyl-7,8-dihydro-6H-indolo[1,2-e][1,5]benzoxazocin-7-yl]oxy}-N-methylethanaminium chloride and DMAP (3 eq) in anhydrous DCM, was treated with EDC (1.5 eq) and N-(2,2-dimethoxyethyl)-N-methylsulfamide (prepared as described in Example 1, Step 1). The mixture was stirred at 40° C. for 14 h, and then diluted with EtOAc, washed with aqueous sat. aq. NaHCO3 and brine. The organic layer was dried (Na2SO4), filtered and concentrated in vacuo ... Reactants: C(=O)C1=C(C(C(=O)O)=CC(=C1)C)O (3-Formyl-5-methylsalicylic acid), Cl.NO (hydroxylamine hydrochloride). The solvent is CN(C=O)C (dimethylformamide). Yields the product C(#N)C1=C(C(C(=O)O)=CC(=C1)C)O (3-cyano-5-methylsalicylic acid). Isolated yield 76.3%. As a reaction SMILES: [CH:1]([C:3]1[CH:11]=[C:10]([CH3:12])[CH:9]=[C:5]([C:6]([OH:8])=[O:7])[C:4]=1[OH:13])=O.Cl.[NH2:15]O>CN(C)C=O>[C:1]([C:3]1[CH:11]=[C:10]([CH3:12])[CH:9]=[C:5]([C:6]([OH:8])=[O:7])[C:4]=1[OH:13])#[N:15] |f:1.2|. Procedure: 3-Formyl-5-methylsalicylic acid (3.6 g) was dissolved in dimethylformamide (20 ml) and treated with hydroxylamine hydrochloride (1.53 g). The mixture was heated at reflux for 10 minutes and then the solvent was removed in vacuo. The residue was treated with water (20 ml) and hydrochloric acid (2N; 10 ml). The precipitated solid was filtered off and recrystallized from aqueous ethanol to give 3-cyano-5-methylsalicylic acid (2.7 g), m.p. 193°-194° C. The reactants are C1CCOC1, C[Sn](C)(C)Cl, CC(C)[N-]C(C)C, [Li+], COC(=O)c1ccc2ccn(C(=O)OC(C)(C)C)c2c1. Product: COC(=O)c1ccc2cc([Sn](C)(C)C)n(C(=O)OC(C)(C)C)c2c1. Reaction SMILES: [CH2:34]1[O:35][CH2:36][CH2:37][CH2:38]1.[CH3:29][Sn:30]([CH3:31])([CH3:32])[Cl:33].[CH:1]([N-:2][CH:3]([CH3:4])[CH3:5])([CH3:6])[CH3:7].[Li+:8].[n:9]1([C:22](=[O:23])[O:24][C:25]([CH3:26])([CH3:27])[CH3:28])[cH:10][cH:11][c:12]2[cH:13][cH:14][c:15]([C:18](=[O:19])[O:20][CH3:21])[cH:16][c:17]12>>[n:9]1([C:22](=[O:23])[O:24][C:25]([CH3:26])([CH3:27])[CH3:28])[c:10]([Sn:30]([CH3:29])([CH3:31])[CH3:32])[cH:11][c:12]2[cH:13][cH:14][c:15]([C:18](=[O:19])[O:20][CH3:21])[cH:16][c:17]12. Starting materials: OCC1=CC2=NC=CC(=C2S1)Cl (2-(hydroxymethyl)-7-chlorothieno[3,2-b]pyridine), Cl.ClCCN1CCCC1 (1-(2-chloro-ethyl)-pyrrolidine hydrochloride), [OH-].[Na+] (sodium hydroxide), C([O-])(O)=O.[Na+] (sodium bicarbonate), S(=O)(=O)([O-])[O-].[Mg+2] (magnesium sulfate). Reagents/catalysts: [Br-].C(C1=CC=CC=C1)[N+](CC)(CC)CC (benzyltriethylammonium bromide). The solvent is [Cl-].[Na+].O (brine), C1(=CC=CC=C1)C (toluene), C(C)(=O)OCC (ethyl acetate). Yields the product ClC1=C2C(=NC=C1)C=C(S2)COCCN2CCCC2 (7-Chloro-2-[2-(pyrrolidin-1-yl]ethoxymethyl)thieno[3,2-b]pyridine). Isolated yield 71.1%. Reaction SMILES: [OH:1][CH2:2][C:3]1[S:11][C:10]2[C:5](=[N:6][CH:7]=[CH:8][C:9]=2[Cl:12])[CH:4]=1.Cl.Cl[CH2:15][CH2:16][N:17]1[CH2:21][CH2:20][CH2:19][CH2:18]1.[OH-].[Na+].C(=O)(O)[O-].[Na+].S([O-])([O-])(=O)=O.[Mg+2]>[Br-].C([N+](CC)(CC)CC)C1C=CC=CC=1.C1(C)C=CC=CC=1.[Cl-].[Na+].O.C(OCC)(=O)C>[Cl:12][C:9]1[CH:8]=[CH:7][N:6]=[C:5]2[CH:4]=[C:3]([CH2:2][O:1][CH2:15][CH2:16][N:17]3[CH2:21][CH2:20][CH2:19][CH2:18]3)[S:11][C:10]=12 |f:1.2,3.4,5.6,7.8,9.10,12.13.14|. Procedure details: A mixture of 2-(hydroxymethyl)-7-chlorothieno[3,2-b]pyridine 114a (0.35 g, 1.8 mmole), 1-(2-chloro-ethyl)-pyrrolidine hydrochloride (31 g, 18 mmole), benzyltriethylammonium bromide (0.2 g, 0.7 mmole) and 19 M sodium hydroxide (10 mL) in toluene was refluxed for three hours. The reaction mixture was buffered with 50% saturated sodium bicarbonate and the workup was performed with ethyl acetate, brine and magnesium sulfate. The crude product was purified over silica gel (100 g) using 2-7% methanol-... The reactants are C1CCOC1, O=C(c1cc(Cl)c[nH]1)C(Cl)(Cl)Cl, [NH4+]. The product is NC(=O)c1cc(Cl)c[nH]1. RXN SMILES: [CH2:14]1[O:15][CH2:16][CH2:17][CH2:18]1.[Cl:1][C:2]([C:3](=[O:4])[c:5]1[nH:6][cH:7][c:8]([Cl:10])[cH:9]1)([Cl:11])[Cl:12].[NH4+:13]>>[C:3](=[O:4])([c:5]1[nH:6][cH:7][c:8]([Cl:10])[cH:9]1)[NH2:13]. The reactants are C(C)(=O)SCCCC(=O)N1[C@H](C(=O)O)CC(C1)=O (1-[4-(Acetylthio)-1-oxobutyl]-4-oxo-L-proline), N (ammonia). Yields the product SCCCC(=O)N1[C@H](C(=O)O)CC(C1)=O (1-(4-mercapto-1-oxobutyl)-4-oxo-L-proline). Reaction SMILES: C([S:4][CH2:5][CH2:6][CH2:7][C:8]([N:10]1[CH2:17][C:16](=[O:18])[CH2:15][C@H:11]1[C:12]([OH:14])=[O:13])=[O:9])(=O)C.N>>[SH:4][CH2:5][CH2:6][CH2:7][C:8]([N:10]1[CH2:17][C:16](=[O:18])[CH2:15][C@H:11]1[C:12]([OH:14])=[O:13])=[O:9]. Procedure details: The product form part (a) is hydrolyzed with concentrated ammonia according to the procedure of Example 2 to yield 1-(4-mercapto-1-oxobutyl)-4-oxo-L-proline. Reactants: CCOP(OCC)OCC, O=c1n(CCCCCCCBr)c(-c2ccccc2)c(-c2ccccc2)n1-c1ccccc1, Cc1ccccc1C. Reaction SMILES: [CH2:33]([CH3:34])[O:35][P:36]([O:37][CH2:38][CH3:39])[O:40][CH2:41][CH3:42].[c:1]1(-[n:7]2[c:8](=[O:32])[n:9]([CH2:24][CH2:25][CH2:26][CH2:27][CH2:28][CH2:29][CH2:30][Br:31])[c:10](-[c:18]3[cH:19][cH:20][cH:21][cH:22][cH:23]3)[c:11]2-[c:12]2[cH:13][cH:14][cH:15][cH:16][cH:17]2)[cH:2][cH:3][cH:4][cH:5][cH:6]1.[c:43]1([CH3:44])[c:45]([CH3:46])[cH:47][cH:48][cH:49][cH:50]1>>[c:1]1(-[n:7]2[c:8](=[O:32])[n:9]([CH2:24][CH2:25][CH2:26][CH2:27][CH2:28][CH2:29][CH2:30][P:36]([O:35][CH2:33][CH3:34])([O:37][CH2:38][CH3:39])=[O:40])[c:10](-[c:18]3[cH:19][cH:20][cH:21][cH:22][cH:23]3)[c:11]2-[c:12]2[cH:13][cH:14][cH:15][cH:16][cH:17]2)[cH:2][cH:3][cH:4][cH:5][cH:6]1. Product: CCOP(=O)(CCCCCCCn1c(-c2ccccc2)c(-c2ccccc2)n(-c2ccccc2)c1=O)OCC.